Dataset: the Open Reaction Database (ORD), a public repository of structured organic reaction records. Task: describe an organic reaction: reactants, conditions, products, and yield Reactants: CN1CC2=C(NC=3C=CC(=CC23)C)CC1 (2,8-dimethyl-2,3,4,5-tetrahydro-1H-pyrido[4,3-b]indole), BrC=1C=CC(=NC1)OC (5-bromo-2-methoxypyridine), [O-]P(=O)([O-])[O-].[K+].[K+].[K+] (K3PO4), N1[C@H](C(=O)O)CCC1 (L-Proline). The reagents and catalysts are [Cu]I (CuI). Solvent: CN(C)C=O (DMF), O (water). The product is COC1=CC=C(C=N1)N1C2=C(C=3C=C(C=CC13)C)CN(CC2)C (5-(6-Methoxy-pyridin-3-yl)-2,8-dimethyl-2,3,4,5-tetrahydro-1H-pyrido[4,3-b]indole). Isolated yield 5.7%. As a reaction SMILES: [CH3:1][N:2]1[CH2:15][CH2:14][C:5]2[NH:6][C:7]3[CH:8]=[CH:9][C:10]([CH3:13])=[CH:11][C:12]=3[C:4]=2[CH2:3]1.Br[C:17]1[CH:18]=[CH:19][C:20]([O:23][CH3:24])=[N:21][CH:22]=1.[O-]P([O-])([O-])=O.[K+].[K+].[K+].N1CCC[C@H]1C(O)=O>CN(C=O)C.O.[Cu]I>[CH3:24][O:23][C:20]1[N:21]=[CH:22][C:17]([N:6]2[C:7]3[CH:8]=[CH:9][C:10]([CH3:13])=[CH:11][C:12]=3[C:4]3[CH2:3][N:2]([CH3:1])[CH2:15][CH2:14][C:5]2=3)=[CH:18][CH:19]=1 |f:2.3.4.5|. Reported procedure: A solution of 2,8-dimethyl-2,3,4,5-tetrahydro-1H-pyrido[4,3-b]indole (0.4 g, 2 mmol), 5-bromo-2-methoxypyridine (0.752 g, 4 mmol), K3PO4 (0.848 g, 4 mmol), CuI (38 mg, 0.2 mmol) and L-Proline (46 mg, 0.39 mmol) in dry DMF (6 mL) was stirred at 150° C. for 16 h. The reaction mixture was diluted with water and extracted with EtOAc. The organic layer was dried over anhydrous sodium sulfate and concentrated under reduced pressure to afford crude material, which was purified reverse phase HPLC to yie... The reactants are amine, OCCN(C1=CC=C(S1)C=O)C (5-[(2-hydroxy-ethyl)-methyl-amino]-thiophene-2-carbaldehyde), OCCN(C1=CC=C(S1)C=O)C (5-[(2-hydroxy-ethyl)-methyl-amino]-thiophene-2-carbaldehyde), CNCCO (N-methylethanolamine), BrC1=CC=C(S1)C=O (5-bromothiophene-2-carboxaldehyde), COC=1C=C(CC#N)C=CC1OC (3,4-dimethoxybenzyl cyanide). Yields the product COC=1C=C(C=CC1OC)/C(/C#N)=C/C=1SC(=CC1)N(C)CCO ((Z)-2-(3,4-dimethoxy-phenyl)-3-{5-[(2-hydroxy-ethyl)-methyl-amino]-thiophen-2-yl}-acrylonitrile). The yield is 23.6%. Reaction SMILES: CNCCO.BrC1SC(C=O)=CC=1.[OH:14][CH2:15][CH2:16][N:17]([CH3:25])[C:18]1[S:22][C:21]([CH:23]=O)=[CH:20][CH:19]=1.[CH3:26][O:27][C:28]1[CH:29]=[C:30]([CH:34]=[CH:35][C:36]=1[O:37][CH3:38])[CH2:31][C:32]#[N:33]>>[CH3:26][O:27][C:28]1[CH:29]=[C:30](/[C:31](=[CH:23]/[C:21]2[S:22][C:18]([N:17]([CH2:16][CH2:15][OH:14])[CH3:25])=[CH:19][CH:20]=2)/[C:32]#[N:33])[CH:34]=[CH:35][C:36]=1[O:37][CH3:38]. Reported procedure: Through the procedure as employed in Production step 1, an amine moiety derived from N-methylethanolamine (2.25 g) was introduced into 5-bromothiophene-2-carboxaldehyde (1.91 g), to thereby yield 5-[(2-hydroxy-ethyl)-methyl-amino]-thiophene-2-carbaldehyde (yield: 991 mg, 53%). The produced 5-[(2-hydroxy-ethyl)-methyl-amino]-thiophene-2-carbaldehyde (682 mg) was condensed with 3,4-dimethoxybenzyl cyanide (654 mg) through Method A (production step 2), to thereby yield the target product (yield: 30... Reactants: COCCOC, CC(C)(C)[O-], ClCCl, Cl, O=C1c2ccccc2-c2ccc(I)cc21, [K+], O. Yields the product O=C(O)c1ccccc1-c1ccc(I)cc1. RXN SMILES: [CH2:27]([CH2:28][O:29][CH3:30])[O:31][CH3:32].[CH3:1][C:2]([CH3:3])([O-:4])[CH3:5].[Cl:24][CH2:25][Cl:26].[ClH:23].[I:7][c:8]1[cH:9][c:10]2[c:18]([cH:19][cH:20]1)-[c:17]1[c:12]([cH:13][cH:14][cH:15][cH:16]1)[C:11]2=[O:21].[K+:6].[OH2:22]>>[O:4]=[C:11]([c:12]1[cH:13][cH:14][cH:15][cH:16][c:17]1-[c:18]1[cH:10][cH:9][c:8]([I:7])[cH:20][cH:19]1)[OH:21]. Reaction SMILES: [CH2:1]([c:2]1[cH:3][cH:4][cH:5][cH:6][cH:7]1)[O:8][c:9]1[cH:10][c:11]([C:12](=[O:13])[OH:14])[cH:15][c:16]([O:18][CH:19]([CH2:20][O:21][CH3:22])[CH3:23])[cH:17]1.[CH2:24]([CH3:25])[O:26][C:27]([CH2:28][S:29][c:30]1[cH:31][n:32][c:33]([NH2:35])[s:34]1)=[O:36]>>[CH2:1]([c:2]1[cH:3][cH:4][cH:5][cH:6][cH:7]1)[O:8][c:9]1[cH:10][c:11]([C:12](=[O:14])[NH:35][c:33]2[n:32][cH:31][c:30]([S:29][CH2:28][C:27]([O:26][CH2:24][CH3:25])=[O:36])[s:34]2)[cH:15][c:16]([O:18][CH:19]([CH2:20][O:21][CH3:22])[CH3:23])[cH:17]1. The reactants are COCC(C)Oc1cc(OCc2ccccc2)cc(C(=O)O)c1, CCOC(=O)CSc1cnc(N)s1. Product: CCOC(=O)CSc1cnc(NC(=O)c2cc(OCc3ccccc3)cc(OC(C)COC)c2)s1. Reactants: ClCCCOC1=CC=C(C2=CC=CC=C12)NC(C1=CC(=CC(=C1)N1CCCCC1)F)=O (N-[4-(3-chloropropoxy)-naphthalen-1-yl]-3-fluoro-5-piperidin-1-yl-benzamide), OC1CCNCC1 (4-hydroxypiperidine). Product: FC=1C=C(C(=O)NC2=CC=C(C3=CC=CC=C23)OCCCN2CCC(CC2)O)C=C(C1)N1CCCCC1 (3-Fluoro-N-{4-[3-(4-hydroxy-piperidin-1-yl)-propoxy]-naphthalen-1-yl}-5-piperidin-1-yl-benzamide). RXN SMILES: Cl[CH2:2][CH2:3][CH2:4][O:5][C:6]1[C:15]2[C:10](=[CH:11][CH:12]=[CH:13][CH:14]=2)[C:9]([NH:16][C:17](=[O:31])[C:18]2[CH:23]=[C:22]([N:24]3[CH2:29][CH2:28][CH2:27][CH2:26][CH2:25]3)[CH:21]=[C:20]([F:30])[CH:19]=2)=[CH:8][CH:7]=1.[OH:32][CH:33]1[CH2:38][CH2:37][NH:36][CH2:35][CH2:34]1>>[F:30][C:20]1[CH:19]=[C:18]([CH:23]=[C:22]([N:24]2[CH2:29][CH2:28][CH2:27][CH2:26][CH2:25]2)[CH:21]=1)[C:17]([NH:16][C:9]1[C:10]2[C:15](=[CH:14][CH:13]=[CH:12][CH:11]=2)[C:6]([O:5][CH2:4][CH2:3][CH2:2][N:36]2[CH2:37][CH2:38][CH:33]([OH:32])[CH2:34][CH2:35]2)=[CH:7][CH:8]=1)=[O:31]. Procedure details: Compound is prepared from N-[4-(3-chloropropoxy)-naphthalen-1-yl]-3-fluoro-5-piperidin-1-yl-benzamide and 4-hydroxypiperidine according to conditions described in general procedure L. A yellow powder is produced (0.137 g, 80%). MS: 506 (M+1). The reactants are FC1=CC=C(C=O)C=C1 (4-fluorobenzaldehyde), CC(C(C)(C)C)=O (pinacolone), [O-]CC.[Na+] (sodium ethoxide). Run in C(C)O (ethanol), C(C)O (ethanol). Conditions: time 24 hour. The product is FC1=CC=C(C=C1)C=CC(C(C)(C)C)=O (1-(4-Fluorophenyl)-4,4-dimethyl-1-penten-3-one). As a reaction SMILES: [F:1][C:2]1[CH:9]=[CH:8][C:5]([CH:6]=O)=[CH:4][CH:3]=1.[CH3:10][C:11](=[O:16])[C:12]([CH3:15])([CH3:14])[CH3:13].[O-]CC.[Na+]>C(O)C>[F:1][C:2]1[CH:9]=[CH:8][C:5]([CH:6]=[CH:10][C:11](=[O:16])[C:12]([CH3:15])([CH3:14])[CH3:13])=[CH:4][CH:3]=1 |f:2.3|. Reported procedure: A mixture of 4-fluorobenzaldehyde (12.13 ml, 110 mmol, Aldrich) and pinacolone (12.48 ml, 100 mmol, Aldrich) in absolute ethanol (120 ml) was treated with a solution of sodium ethoxide in ethanol (21% by weight solution; 3.72 ml, 10 mmol). The clear yellow reaction mixture was stirred at room temperature under argon for 24 hours. The reaction mixture was concentrated to 1/3volume and partitioned between 50% saturated NH4Cl and EtOAc. The layers were separated and the organic layer was washed twi...